Dataset: the Open Reaction Database (ORD), a public repository of structured organic reaction records. Task: describe an organic reaction: reactants, conditions, products, and yield The reactants are [N+]1(=CC=C(C=C1)C)[O-] (4-picoline-N-oxide), F[B-](F)(F)F.C[O+](C)C (trimethyloxonium tetrafluoroborate), S(=O)(=O)([O-])OOS(=O)(=O)[O-].[NH4+].[NH4+] (ammonium persulfate), S(=O)(=O)([O-])OOS(=O)(=O)[O-].[NH4+].[NH4+] (ammonium persulfate). Solvent: C(Cl)Cl (methylene chloride), O (water), O (water). Conditions: time 1 hour. Product: OCC1=NC=CC(=C1)C (2-hydroxymethyl-4-methylpyridine). Yield: 78.2%. As a reaction SMILES: [N+:1]1([O-])[CH:6]=[CH:5][C:4]([CH3:7])=[CH:3][CH:2]=1.F[B-](F)(F)F.[CH3:14][O+:15](C)C.S(OOS([O-])(=O)=O)([O-])(=O)=O.[NH4+].[NH4+]>C(Cl)Cl.O>[OH:15][CH2:14][C:2]1[CH:3]=[C:4]([CH3:7])[CH:5]=[CH:6][N:1]=1 |f:1.2,3.4.5|. Procedure: A solution of 4-picoline-N-oxide (3.0 g, 27.52 mmol) in 90 ml of methylene chloride at room temperature is reacted with trimethyloxonium tetrafluoroborate (4.07 g, 27.52 mmol, 1.0 equiv.) for 1.5 h. The reaction mixture is concentrated directly at reduced pressure, the white solid dissolved in 60 ml of refluxing methanol and treated with ammonium persulfate (1.25 g, 5.50 mmol, 0.20 equiv.) in 5.5 ml of water with another addition of ammonium persulfate (0.625 g, 0.10 equiv.) in 2.5 ml of water 3... Starting materials: [N-]=[N+]=[N-].[Na+] (Sodium azide), CS(=O)(=O)O[C@H]1CN(CCC1)C(=O)OC(C)(C)C (1,1-dimethylethyl (3R)-3-[(methylsulfonyl)oxy]-piperidine-1-carboxylate), resultant suspension. Run in O (water), CN(C=O)C (dimethylformamide). Yields the product N[C@@H]1CN(CCC1)C(=O)OC(C)(C)C (1,1-Dimethylethyl (3S)-3-aminopiperidine-1-carboxylate). Reaction SMILES: [N-:1]=[N+]=[N-].[Na+].CS(O[C@@H:10]1[CH2:15][CH2:14][CH2:13][N:12]([C:16]([O:18][C:19]([CH3:22])([CH3:21])[CH3:20])=[O:17])[CH2:11]1)(=O)=O>CN(C)C=O.O>[NH2:1][C@H:10]1[CH2:15][CH2:14][CH2:13][N:12]([C:16]([O:18][C:19]([CH3:22])([CH3:21])[CH3:20])=[O:17])[CH2:11]1 |f:0.1|. Procedure: Sodium azide (7.65 g, 118 mmol) was added to a solution of 1,1-dimethylethyl (3R)-3-[(methylsulfonyl)oxy]-piperidine-1-carboxylate (21.9 g, 78.5 mmol) in dry dimethylformamide (120 mL) and the resultant suspension heated at 70° C. for 48 hours. After cooling to room temperature, the reaction mixture was diluted with water and extracted into ethyl acetate. The organic phase was washed two further times with water, then brine. The organic extracts were dried (MgSO4), filtered and evaporated in vac... The reactants are O[C@H](C)[C@@H]1[C@@H]2N([C@H](C([C@@H]2C)=O)C(=O)OCC2=CC=C(C=C2)[N+](=O)[O-])C1=O (4-nitrobenzyl (1R,3R,5R,6S)-6-((1R)-1-hydroxyethyl)-1-methyl-2-oxo-1-carbapenam-3-carboxylate), ClC1=NC(=C2SC(=CN21)[Sn](CCCC)(CCCC)CCCC)C(=O)C=2C=NC=CC2 (5-chloro-7-(pyridin-3-yl)carbonyl-2-(tri-n-butylstannyl)imidazo[5,1-b]thiazole). Product: ClC1=NC(=C2SC(=CN21)C=2[C@@H]([C@H]1N(C2C(=O)OCC2=CC=C(C=C2)[N+](=O)[O-])C([C@@H]1[C@@H](C)O)=O)C)C(=O)C=1C=NC=CC1 (4-Nitrobenzyl (1S,5R,6S)-2-[5-chloro-7-(pyridin-3-yl)carbonylimidazo[5,1-b]thiazol-2-yl]-6-((1R)-1-hydroxyethyl)-1-methyl-1-carbapen-2-em-3-carboxylate). Isolated yield 89.5%. RXN SMILES: [OH:1][C@@H:2]([C@H:4]1[C:25](=[O:26])[N:6]2[C@@H:7]([C:12]([O:14][CH2:15][C:16]3[CH:21]=[CH:20][C:19]([N+:22]([O-:24])=[O:23])=[CH:18][CH:17]=3)=[O:13])[C:8](=O)[C@H:9]([CH3:10])[C@H:5]12)[CH3:3].[Cl:27][C:28]1[N:35]2[C:31]([S:32][C:33]([Sn](CCCC)(CCCC)CCCC)=[CH:34]2)=[C:30]([C:49]([C:51]2[CH:52]=[N:53][CH:54]=[CH:55][CH:56]=2)=[O:50])[N:29]=1>>[Cl:27][C:28]1[N:35]2[C:31]([S:32][C:33]([C:8]3[C@H:9]([CH3:10])[C@@H:5]4[C@@H:4]([C@H:2]([OH:1])[CH3:3])[C:25](=[O:26])[N:6]4[C:7]=3[C:12]([O:14][CH2:15][C:16]3[CH:17]=[CH:18][C:19]([N+:22]([O-:24])=[O:23])=[CH:20][CH:21]=3)=[O:13])=[CH:34]2)=[C:30]([C:49]([C:51]2[CH:52]=[N:53][CH:54]=[CH:55][CH:56]=2)=[O:50])[N:29]=1. Procedure details: 4-Nitrobenzyl (1S,5R,6S)-2-[5-chloro-7-(pyridin-3-yl)carbonylimidazo[5,1-b]thiazol-2-yl]-6-((1R)-1-hydroxyethyl)-1-methyl-1-carbapen-2-em-3-carboxylate (712 mg) was prepared in the same manner as in step a) of Example 1, except that 474 mg of 4-nitrobenzyl (1R,3R,5R,6S)-6-((1R)-1-hydroxyethyl)-1-methyl-2-oxo-1-carbapenam-3-carboxylate and 730 mg of 5-chloro-7-(pyridin-3-yl)carbonyl-2-(tri-n-butylstannyl)imidazo[5,1-b]thiazole were used as the starting compounds. Starting materials: NC=1C=C(C=CC1OC)CC(C(=O)OCC)OC(C)C (ethyl 3-(3-amino-4-methoxy-phenyl)-2-isopropoxypropanoate), C(=O)(OC(C)(C)C)OC(=O)OC(C)(C)C (di-t-Butyl dicarbonate), S(O)(O)(=O)=O.C(C)#N (sulfuric acid acetonitrile). The reagents and catalysts are CN(C1=CC=NC=C1)C (4-dimethylaminopyridine). Solvent: C(C)#N (acetonitrile), C(C)#N (acetonitrile). Run at time 10 minute. Product: N(=C=O)C=1C=C(C=CC1OC)CC(C(=O)OCC)OC(C)C (Ethyl 3-(3-isocyanato-4-methoxyphenyl)-2-isopropoxypropanoate). Yield: 21.4%. As a reaction SMILES: [C:1](OC(OC(C)(C)C)=O)(OC(C)(C)C)=[O:2].[NH2:16][C:17]1[CH:18]=[C:19]([CH2:25][CH:26]([O:32][CH:33]([CH3:35])[CH3:34])[C:27]([O:29][CH2:30][CH3:31])=[O:28])[CH:20]=[CH:21][C:22]=1[O:23][CH3:24].S(=O)(=O)(O)O.C(#N)C>C(#N)C.CN(C)C1C=CN=CC=1>[N:16]([C:17]1[CH:18]=[C:19]([CH2:25][CH:26]([O:32][CH:33]([CH3:34])[CH3:35])[C:27]([O:29][CH2:30][CH3:31])=[O:28])[CH:20]=[CH:21][C:22]=1[O:23][CH3:24])=[C:1]=[O:2] |f:2.3|. Procedure: 0.13 g of di-t-Butyl dicarbonate was dissolved in 2.5 ml of acetonitrile, and a solution containing 60 mg of 4-dimethylaminopyridine and 0.12 g of ethyl 3-(3-amino-4-methoxy-phenyl)-2-isopropoxypropanoate in acetonitrile were added thereto, and the mixture was stirred at room temperature for 10 minutes. The reaction solution was cooled in ice, and 0.73 ml of 40% sulfuric acid-acetonitrile solution was added and stirring was continued at room temperature for 2 minutes, then the mixture was extrac... Starting materials: N1=CC(=CC=C1)C=1C(NC=CC1)=O (3-(3-pyridinyl)-2(1H)pyridinone), P(=O)(Br)(Br)Br (phosphorus oxybromide), [OH-].[Na+] (sodium hydroxide). Product: BrC1=NC=CC=C1C=1C=NC=CC1 (2'-bromo-3,3'-bipyridine). RXN SMILES: [N:1]1[CH:6]=[CH:5][CH:4]=[C:3]([C:7]2[C:8](=O)[NH:9][CH:10]=[CH:11][CH:12]=2)[CH:2]=1.[OH-].[Na+].P(Br)(Br)([Br:18])=O>>[Br:18][C:8]1[C:7]([C:3]2[CH:2]=[N:1][CH:6]=[CH:5][CH:4]=2)=[CH:12][CH:11]=[CH:10][N:9]=1 |f:1.2|. Procedure: A mixture of 0.30 g of 3-(3-pyridinyl)-2(1H)pyridinone and 10 ml of phosphorus oxybromide was heated on a steam bath for 18 hours, then poured onto crushed ice and made alkaline with 10N sodium hydroxide. The resulting solid was collected, dissolved in methylene chloride and the solution passed through a short pad of hydrous magnesium silicate. The filtrate was concentrated and while boiling diluted with hexane. Concentration and chilling gave 2'-bromo-3,3'-bipyridine as white crystals, mp 97°-9... Reactants: C, CO, CCOC(C)=O, O=C(O)c1ccc(CCc2ccccc2)cc1Nc1ccccc1[N+](=O)[O-], [Pd]. The product is Nc1ccccc1Nc1cc(CCc2ccccc2)ccc1C(=O)O. Reaction SMILES: [C:30].[CH3:1][OH:2].[CH3:32][CH2:33][O:34][C:35](=[O:36])[CH3:37].[N+:3]([O-:4])(=[O:5])[c:6]1[c:7]([NH:8][c:9]2[c:10]([C:11](=[O:12])[OH:13])[cH:14][cH:15][c:16]([CH2:18][CH2:19][c:20]3[cH:21][cH:22][cH:23][cH:24][cH:25]3)[cH:17]2)[cH:26][cH:27][cH:28][cH:29]1.[Pd:31]>>[NH2:3][c:6]1[c:7]([NH:8][c:9]2[c:10]([C:11](=[O:12])[OH:13])[cH:14][cH:15][c:16]([CH2:18][CH2:19][c:20]3[cH:21][cH:22][cH:23][cH:24][cH:25]3)[cH:17]2)[cH:26][cH:27][cH:28][cH:29]1. The reactants are C([O-])([O-])=O.[K+].[K+] (potassium carbonate), C(C)(=O)C1=C2C=CC=NC2=C(C=C1)O (5-acetyl-8-hydroxyquinoline), C(C1=CC=CC=C1)Br (benzyl bromide). Run in CC(=O)C (acetone). Run at temperature 50 celsius, time 30 minute. Product: C(C)(=O)C1=C2C=CC=NC2=C(C=C1)OCC1=CC=CC=C1 (5-Acetyl-8-benzyloxyquinoline). As a reaction SMILES: [C:1]([C:4]1[CH:13]=[CH:12][C:11]([OH:14])=[C:10]2[C:5]=1[CH:6]=[CH:7][CH:8]=[N:9]2)(=[O:3])[CH3:2].C(=O)([O-])[O-].[K+].[K+].[CH2:21](Br)[C:22]1[CH:27]=[CH:26][CH:25]=[CH:24][CH:23]=1>CC(C)=O>[C:1]([C:4]1[CH:13]=[CH:12][C:11]([O:14][CH2:21][C:22]2[CH:27]=[CH:26][CH:25]=[CH:24][CH:23]=2)=[C:10]2[C:5]=1[CH:6]=[CH:7][CH:8]=[N:9]2)(=[O:3])[CH3:2] |f:1.2.3|. Procedure details: A 5 liter 4-necked flask equipped with a mechanical stirrer, thermometer, addition funnel and refluxing condenser was charged with 5-acetyl-8-hydroxyquinoline (300 gms/1.44 moles) and acetone (3 liters). To this solution was added anhydrous potassium carbonate (443 gms/1.6 moles) in 30 minutes followed by benzyl bromide (229 ml/1.92 moles) slowly in 90 minutes. The resulting slurry was heated to reflux for 12 hours. The reaction mass was filtered through hyflo bed, after completion of reaction a...